This data is from the Open Reaction Database (ORD), a public repository of structured organic reaction records. The task is: describe an organic reaction: reactants, conditions, products, and yield Reactants: C1CCOC1, C1CCCCC1, CC(C)[N-]C(C)C, Cc1ccc(F)cc1C(C)(C)CC(=O)C(F)(F)F, [Li+], C1CCOC1, Cc1ccc(S(C)=O)cc1. The product is Cc1ccc(S(=O)CC(O)(CC(C)(C)c2cc(F)ccc2C)C(F)(F)F)cc1. Reaction SMILES: [CH2:42]1[O:43][CH2:44][CH2:45][CH2:46]1.[CH2:47]1[CH2:48][CH2:49][CH2:50][CH2:51][CH2:52]1.[CH:16]([N-:17][CH:18]([CH3:19])[CH3:20])([CH3:21])[CH3:22].[F:24][C:25]([C:26]([CH2:27][C:28]([CH3:29])([CH3:30])[c:31]1[c:32]([CH3:38])[cH:33][cH:34][c:35]([F:37])[cH:36]1)=[O:39])([F:40])[F:41].[Li+:23].[O:11]1[CH2:12][CH2:13][CH2:14][CH2:15]1.[c:1]1([CH3:10])[cH:2][cH:3][c:4]([S:7](=[O:8])[CH3:9])[cH:5][cH:6]1>>[c:1]1([CH3:10])[cH:2][cH:3][c:4]([S:7](=[O:8])[CH2:9][C:26]([C:25]([F:24])([F:40])[F:41])([CH2:27][C:28]([CH3:29])([CH3:30])[c:31]2[c:32]([CH3:38])[cH:33][cH:34][c:35]([F:37])[cH:36]2)[OH:39])[cH:5][cH:6]1.